This data is from the Open Reaction Database (ORD), a public repository of structured organic reaction records. The task is: describe an organic reaction: reactants, conditions, products, and yield The reactants are CC1(C=2C(=CC(=CC2C(CC1)(C)C)[Se]C#CC1=CC=C(C(=O)OC)C=C1)OCC1=CC=C(C=C1)C(C)(C)C)C (methyl 4-[5,5,8,8-tetramethyl-4-(4-tert-butylbenzyloxy)-5,6,7,8-tetrahydro-2-napthylselanylethynyl]benzoate), [OH-].[Na+] (sodium hydroxide). Yields the product C(C)(C)(C)C1=CC=C(COC2=CC(=CC=3C(CCC(C23)(C)C)(C)C)[Se]C#CC2=CC=C(C(=O)O)C=C2)C=C1 (4-[4-(4-tert-butylbenzyloxy)-5,5,8,8-tetramethyl-5,6,7,8-tetrahydro-2-naphthylselanylethynyl]benzoic acid). Reaction SMILES: [CH3:1][C:2]1([CH3:39])[CH2:11][CH2:10][C:9]([CH3:13])([CH3:12])[C:8]2[CH:7]=[C:6]([Se:14][C:15]#[C:16][C:17]3[CH:26]=[CH:25][C:20]([C:21]([O:23]C)=[O:22])=[CH:19][CH:18]=3)[CH:5]=[C:4]([O:27][CH2:28][C:29]3[CH:34]=[CH:33][C:32]([C:35]([CH3:38])([CH3:37])[CH3:36])=[CH:31][CH:30]=3)[C:3]1=2.[OH-].[Na+]>>[C:35]([C:32]1[CH:31]=[CH:30][C:29]([CH2:28][O:27][C:4]2[C:3]3[C:2]([CH3:1])([CH3:39])[CH2:11][CH2:10][C:9]([CH3:13])([CH3:12])[C:8]=3[CH:7]=[C:6]([Se:14][C:15]#[C:16][C:17]3[CH:26]=[CH:25][C:20]([C:21]([OH:23])=[O:22])=[CH:19][CH:18]=3)[CH:5]=2)=[CH:34][CH:33]=1)([CH3:36])([CH3:37])[CH3:38] |f:1.2|. Procedure: In a manner similar to that of Example 1g, by reacting 640 mg (1.2 mmol) of methyl 4-[5,5,8,8-tetramethyl-4-(4-tert-butylbenzyloxy)-5,6,7,8-tetrahydro-2-napthylselanylethynyl]benzoate with 240 mg of sodium hydroxide. A yellow crystallized solid is obtained (m=530 mg; yield=92%; m.p.=285° C.). The reactants are C(C)(C)(C)C1=CC(=C(C=N1)C=1N([C@]([C@](N1)(C)C1=CC=C(C=C1)Cl)(C)C1=CC=C(C=C1)Cl)C(=O)Cl)OCC ((4S,5R)-2-(6-tert-butyl-4-ethoxy-pyridin-3-yl)-4,5-bis-(4-chloro-phenyl)-4,5-dimethyl-4,5-dihydro-imidazole-1-carbonyl chloride), O=S1(CC(CC1)N1CCNCC1)=O (1-(1,1-dioxo-tetrahydro-1λ6-thiophen-3-yl)-piperazine). Product: C(C)(C)(C)C1=CC(=C(C=N1)C=1N([C@]([C@](N1)(C)C1=CC=C(C=C1)Cl)(C)C1=CC=C(C=C1)Cl)C(=O)N1CCN(CC1)C1CS(CC1)(=O)=O)OCC ([(4S,5R)-2-(6-tert-Butyl-4-ethoxy-pyridin-3-yl)-4,5-bis-(4-chloro-phenyl)-4,5-dimethyl-4,5-dihydro-imidazol-1-yl]-[4-(1,1-dioxo-tetrahydro-1λ6-thiophen-3-yl)-piperazin-1-yl]-methanone). Reaction SMILES: [C:1]([C:5]1[N:10]=[CH:9][C:8]([C:11]2[N:12]([C:32](Cl)=[O:33])[C@@:13]([C:25]3[CH:30]=[CH:29][C:28]([Cl:31])=[CH:27][CH:26]=3)([CH3:24])[C@@:14]([C:17]3[CH:22]=[CH:21][C:20]([Cl:23])=[CH:19][CH:18]=3)([CH3:16])[N:15]=2)=[C:7]([O:35][CH2:36][CH3:37])[CH:6]=1)([CH3:4])([CH3:3])[CH3:2].[O:38]=[S:39]1(=[O:50])[CH2:43][CH2:42][CH:41]([N:44]2[CH2:49][CH2:48][NH:47][CH2:46][CH2:45]2)[CH2:40]1>>[C:1]([C:5]1[N:10]=[CH:9][C:8]([C:11]2[N:12]([C:32]([N:47]3[CH2:48][CH2:49][N:44]([CH:41]4[CH2:42][CH2:43][S:39](=[O:50])(=[O:38])[CH2:40]4)[CH2:45][CH2:46]3)=[O:33])[C@@:13]([C:25]3[CH:26]=[CH:27][C:28]([Cl:31])=[CH:29][CH:30]=3)([CH3:24])[C@@:14]([C:17]3[CH:18]=[CH:19][C:20]([Cl:23])=[CH:21][CH:22]=3)([CH3:16])[N:15]=2)=[C:7]([O:35][CH2:36][CH3:37])[CH:6]=1)([CH3:4])([CH3:3])[CH3:2]. Procedure: In a manner analogous to the method described in examples 8, (4S,5R)-2-(6-tert-butyl-4-ethoxy-pyridin-3-yl)-4,5-bis-(4-chloro-phenyl)-4,5-dimethyl-4,5-dihydro-imidazole-1-carbonyl chloride (example 51) was coupled with 1-(1,1-dioxo-tetrahydro-1λ6-thiophen-3-yl)-piperazine to give the title compound as a mixture of diastereomers. Starting materials: ClC1=NC(=NC(=C1)Cl)C1=CC=C(C=C1)C(F)(F)F (4,6-dichloro-2-(α,α,α-trifluoro-p-tolyl)pyrimidine), OC1=C(SC=C1)C(F)(F)F (3-hydroxy-2-(trifluoromethyl)thiophene), CN(C=O)C (dimethylformamide), C(=O)([O-])[O-].[K+].[K+] (K2CO3). Conditions: temperature 100 celsius. Yields the product FC(C1=CC=C(C=C1)C1=NC(=CC(=N1)OC1=CSC(=C1)C(F)(F)F)OC1=CSC(=C1)C(F)(F)F)(F)F (2-(α,α,α-Trifluoro-p-tolyl)-4,6-di{[5-(trifluoromethyl)-3-thienyl]oxy}pyrimidine). RXN SMILES: Cl[C:2]1[CH:7]=[C:6](Cl)[N:5]=[C:4]([C:9]2[CH:14]=[CH:13][C:12]([C:15]([F:18])([F:17])[F:16])=[CH:11][CH:10]=2)[N:3]=1.O[C:20]1C=[CH:23][S:22][C:21]=1[C:25]([F:28])([F:27])[F:26].[C:29]([O-:32])([O-])=O.[K+].[K+].CN(C)[CH:37]=[O:38]>>[F:16][C:15]([F:18])([F:17])[C:12]1[CH:13]=[CH:14][C:9]([C:4]2[N:5]=[C:6]([O:38][C:37]3[CH:20]=[C:21]([C:25]([F:28])([F:27])[F:26])[S:22][CH:23]=3)[CH:7]=[C:2]([O:32][C:29]3[CH:20]=[C:21]([C:25]([F:26])([F:27])[F:28])[S:22][CH:23]=3)[N:3]=2)=[CH:10][CH:11]=1 |f:2.3.4|. Reported procedure: A mixture of 4,6-dichloro-2-(α,α,α-trifluoro-p-tolyl)pyrimidine (2.15 g, 7.34 mmol) and 3-hydroxy-2-(trifluoromethyl)thiophene (2.47 g, 14.7 mmol) in dimethylformamide is treated with K2CO3 (2.52 g, 18.3 mmol), heated at 100° C. for 3 hours, cooled to room temperature, poured onto water and neutralized with 6N HCL to pH 6-7. The resultant reaction mixture is extracted with ether. The ether extracts are washed sequentially with water and brine, dried over MgSO4 and concentrated in vacuo to give a... Solvent: C(Cl)Cl (DCM). Reaction SMILES: [C:1](O)([C:3](F)(F)F)=[O:2].[CH:8]1([N:11]2[C:15]3[C:16]([O:32][C@@H:33]([C@H:35]4[CH2:39][NH:38][C:37](=[O:40])[CH2:36]4)[CH3:34])=[CH:17][C:18]([C:20]4[CH:25]=[CH:24][C:23]([N:26]5[CH2:31][CH2:30][NH:29][CH2:28][CH2:27]5)=[CH:22][N:21]=4)=[CH:19][C:14]=3[N:13]=[CH:12]2)[CH2:10][CH2:9]1.C(OC(=O)C)(=O)C>C(Cl)Cl>[C:1]([N:29]1[CH2:28][CH2:27][N:26]([C:23]2[CH:24]=[CH:25][C:20]([C:18]3[CH:17]=[C:16]([O:32][C@@H:33]([C@H:35]4[CH2:39][NH:38][C:37](=[O:40])[CH2:36]4)[CH3:34])[C:15]4[N:11]([CH:8]5[CH2:9][CH2:10]5)[CH:12]=[N:13][C:14]=4[CH:19]=3)=[N:21][CH:22]=2)[CH2:31][CH2:30]1)(=[O:2])[CH3:3]. Run at time 2 hour. Starting materials: C(=O)(C(F)(F)F)O (TFA), C1(CC1)N1C=NC2=C1C(=CC(=C2)C2=NC=C(C=C2)N2CCNCC2)O[C@H](C)[C@@H]2CC(NC2)=O ((R)-4-((R)-1-((1-cyclopropyl-5-(5-(piperazin-1-yl)pyridin-2-yl)-1H-benzo[d]imidazol-7-yl)oxy)ethyl)pyrrolidin-2-one), TEA, C(C)(=O)OC(C)=O (acetic anhydride). The product is C(C)(=O)N1CCN(CC1)C=1C=CC(=NC1)C1=CC2=C(N(C=N2)C2CC2)C(=C1)O[C@H](C)[C@@H]1CC(NC1)=O ((R)-4-((R)-1-((5-(5-(4-acetylpiperazin-1-yl)pyridin-2-yl)-1-cyclopropyl-1H-benzo[d]imidazol-7-yl)oxy)ethyl)pyrrolidin-2-one). Procedure details: To the TFA salt of (R)-4-((R)-1-((1-cyclopropyl-5-(5-(piperazin-1-yl)pyridin-2-yl)-1H-benzo[d]imidazol-7-yl)oxy)ethyl)pyrrolidin-2-one: (45 mg, 0.1 mmol) in DCM (1 mL) and TEA (0.07 mL, 0.5 mmol) was added acetic anhydride (0.014 mL, 0.15 mmol). The reaction was stirred at rt for 2 h. The mixture was then concentrated and purified by prep-HPLC (MeCN:water gradient; TFA modified) to give (R)-4-((R)-1-((5-(5-(4-acetylpiperazin-1-yl)pyridin-2-yl)-1-cyclopropyl-1H-benzo[d]imidazol-7-yl)oxy)ethyl)pyr... The reactants are CC(CS(=O)(=O)N1C[C@H](CCC1)NC1=NC(=NC=C1C=1N=C2C(=NC1)N(C=C2)COCC[Si](C)(C)C)SC)C ([(S)-1-(2-methyl-propane-1-sulfonyl)-piperidin-3-yl]-{2-methylsulfanyl-5-[5-(2-trimethylsilanyl-ethoxymethyl)-5H-pyrrolo[2,3-b]pyrazin-2-yl]-pyrimidin-4-yl}-amine), CO (methanol), S(=O)(=O)(O[O-])[O-].[K+].[K+] (potassium peroxymonosulfate). Run in O1CCCC1 (tetrahydrofuran), O (water), O (water). Reaction conditions: time 16 hour. Product: CS(=O)(=O)C1=NC=C(C(=N1)N[C@@H]1CN(CCC1)S(=O)(=O)CC(C)C)C=1N=C2C(=NC1)N(C=C2)COCC[Si](C)(C)C ({2-methanesulfonyl-5-[5-(2-trimethysilanyl-ethoxymethyl)-5H-pyrrolo[2,3-b]pyrazin-2-yl]-pyrimidin-4-yl}-[(S)-1-(2-methyl-propane-1-sulfonyl)-piperidin-3-yl]-amine). RXN SMILES: [CH3:1][CH:2]([CH3:39])[CH2:3][S:4]([N:7]1[CH2:12][CH2:11][CH2:10][C@H:9]([NH:13][C:14]2[C:19]([C:20]3[N:21]=[C:22]4[CH:28]=[CH:27][N:26]([CH2:29][O:30][CH2:31][CH2:32][Si:33]([CH3:36])([CH3:35])[CH3:34])[C:23]4=[N:24][CH:25]=3)=[CH:18][N:17]=[C:16](SC)[N:15]=2)[CH2:8]1)(=[O:6])=[O:5].[CH3:40]O.[S:42]([O-:47])(O[O-])(=[O:44])=O.[K+].[K+]>O1CCCC1.O>[CH3:40][S:42]([C:16]1[N:15]=[C:14]([NH:13][C@H:9]2[CH2:10][CH2:11][CH2:12][N:7]([S:4]([CH2:3][CH:2]([CH3:39])[CH3:1])(=[O:5])=[O:6])[CH2:8]2)[C:19]([C:20]2[N:21]=[C:22]3[CH:28]=[CH:27][N:26]([CH2:29][O:30][CH2:31][CH2:32][Si:33]([CH3:36])([CH3:34])[CH3:35])[C:23]3=[N:24][CH:25]=2)=[CH:18][N:17]=1)(=[O:47])=[O:44] |f:2.3.4|. Procedure details: A solution of [(S)-1-(2-methyl-propane-1-sulfonyl)-piperidin-3-yl]-{2-methylsulfanyl-5-[5-(2-trimethylsilanyl-ethoxymethyl)-5H-pyrrolo[2,3-b]pyrazin-2-yl]-pyrimidin-4-yl}-amine (650 mg, 1.1 mmol) prepared in step 2 of Example 77 above in tetrahydrofuran (5 ml) and methanol (8 ml) was treated with a solution of potassium peroxymonosulfate dissolved in water (4 ml) at 5° C. and stirred at room temperature for 16 hours. The reaction mixture was diluted with water and extracted into dichloromethane ... The reactants are [Li]C(C)(C)C (tBuLi), BrC=1C=NC=NC1 (5-bromopyrimidine), Cl (HCl), Cl(=O)(=O)(=O)[O-].C1CC[N+]=2CCCC12 (1,2,3,5,6,7-hexahydropyrrolizinium perchlorate). Solvent: CCCCC (pentane), CCOCC.C1CCOC1 (Et2O THF), CCOCC (Et2O). Conditions: temperature 0 celsius, time 10 minute. Yields the product N1=CN=CC(=C1)C12CCCN2CCC1 (7a-(5-pyrimidinyl)-hexahydro-1H-pyrrolizine). Isolated yield 17.6%. Reaction SMILES: [Li]C(C)(C)C.Br[C:7]1[CH:8]=[N:9][CH:10]=[N:11][CH:12]=1.Cl([O-])(=O)(=O)=O.[CH2:18]1[C:25]2[CH2:24][CH2:23][CH2:22][N+:21]=2[CH2:20][CH2:19]1.Cl>CCCCC.CCOCC.C1COCC1.CCOCC>[N:9]1[CH:8]=[C:7]([C:25]23[CH2:24][CH2:23][CH2:22][N:21]2[CH2:20][CH2:19][CH2:18]3)[CH:12]=[N:11][CH:10]=1 |f:2.3,6.7|. Reported procedure: A solution of 1.7M tBuLi (1.6 mL, 2.6 mmol) in pentane was added to 5-bromopyrimidine (190 mg, 1.2 mmol) in Et2O:THF (1:1, 12 mL) at -100° C. After stirring for 10 minutes, 1,2,3,5,6,7-hexahydropyrrolizinium perchlorate (500 mg, 2.4 mmol) was added to the reaction slurry, and stirring was continued for 30 minutes. The reaction mixture was then allowed to warm to 0° C. and stir for 1 hour. A solution of 2N HCl was added, and the reaction mixture was poured over Et2O and the phases separated. The ... Product: ClC\C=C/COC1=C(C=C(C=C1)C(C)=O)OC ((Z)-1-[4-[(4-chloro-2-butenyl)oxy]-3-methoxyphenyl]ethanone). Procedure details: A stirred mixture of 4-hydroxy-3-methoxyacetophenone (16.6 g, 10 mmole), K2CO3 (14 g, 100 mmol) and cis-1,4-dichloro-2-butene (Aldrich, 15 g, 120 mmol) in acetonitrile (250 ml) was heated at reflux for 2.5 hours. The mixture was filtered and concentrated to an oil, Purification was by flash chromatography. The fractions containing the purest product were combined and concentrated to give white crystals, 7.7 g, 30%. This was recrystallized from ether to give analytical pure (Z)-1-[4-[(4-chloro-2-... The yield is 106.8%. The solvent is C(C)#N (acetonitrile). Starting materials: CC(=O)C1=CC(=C(C=C1)O)OC (4-hydroxy-3-methoxyacetophenone), C(=O)([O-])[O-].[K+].[K+] (K2CO3), ClC\C=C/CCl (cis-1,4-dichloro-2-butene). Reaction SMILES: [CH3:1][C:2]([C:4]1[CH:9]=[CH:8][C:7]([OH:10])=[C:6]([O:11][CH3:12])[CH:5]=1)=[O:3].C([O-])([O-])=O.[K+].[K+].[Cl:19][CH2:20]/[CH:21]=[CH:22]\[CH2:23]Cl>C(#N)C>[Cl:19][CH2:20]/[CH:21]=[CH:22]\[CH2:23][O:10][C:7]1[CH:8]=[CH:9][C:4]([C:2](=[O:3])[CH3:1])=[CH:5][C:6]=1[O:11][CH3:12] |f:1.2.3|. Starting materials: COC(=O)c1ccccc1-c1ccc(CBr)cc1, C1CCOC1, CC(=O)O, [H-], [Na+], CCCCC(=O)CC(=O)OC, O. Product: CCCCC(=O)C(Cc1ccc(-c2ccccc2C(=O)OC)cc1)C(=O)OC. As a reaction SMILES: [Br:14][CH2:15][c:16]1[cH:17][cH:18][c:19](-[c:22]2[c:23]([C:28](=[O:29])[O:30][CH3:31])[cH:24][cH:25][cH:26][cH:27]2)[cH:20][cH:21]1.[CH2:33]1[O:34][CH2:35][CH2:36][CH2:37]1.[CH3:38][C:39](=[O:40])[OH:41].[H-:13].[Na+:12].[O:1]=[C:2]([CH2:3][C:4](=[O:5])[O:6][CH3:7])[CH2:8][CH2:9][CH2:10][CH3:11].[OH2:32]>>[O:1]=[C:2]([CH:3]([C:4](=[O:5])[O:6][CH3:7])[CH2:15][c:16]1[cH:17][cH:18][c:19](-[c:22]2[c:23]([C:28](=[O:29])[O:30][CH3:31])[cH:24][cH:25][cH:26][cH:27]2)[cH:20][cH:21]1)[CH2:8][CH2:9][CH2:10][CH3:11]. The reactants are CC1=C(N=CN1)CS(=O)CCN (5-methyl-4-(2-aminoethylsulphinyl)methylimidazole), C(=S)=S (carbon disulphide). Product: CC1=C(N=CN1)CS(=O)CCNC(S)=S (N-[2-((5-methyl-4-imidazolyl)methylsulphinyl)ethyl]dithiocarbamic acid). Reaction SMILES: [CH3:1][C:2]1[NH:6][CH:5]=[N:4][C:3]=1[CH2:7][S:8]([CH2:10][CH2:11][NH2:12])=[O:9].[C:13](=[S:15])=[S:14]>>[CH3:1][C:2]1[NH:6][CH:5]=[N:4][C:3]=1[CH2:7][S:8]([CH2:10][CH2:11][NH:12][C:13](=[S:14])[SH:15])=[O:9]. Procedure details: Oxidation of 5-methyl-4-(2-aminoethylthio)methylimidazole with one equivalent of sodium metaperiodate yields 5-methyl-4-(2-aminoethylsulphinyl)methylimidazole and reaction of this compound with carbon disulphide gives N-[2-((5-methyl-4-imidazolyl)methylsulphinyl)ethyl]dithiocarbamic acid which, on treatment with methyl iodide may be converted into S-methyl-N-[2-((5-methyl-4-imidazolyl)methylsulphinyl)-ethyl]dithiocarbamate hydriodide.